Dataset: the Open Reaction Database (ORD), a public repository of structured organic reaction records. Task: describe an organic reaction: reactants, conditions, products, and yield Starting materials: CO, O=C(NC1CC1)C1CCCN1c1ccc([N+](=O)[O-])cc1, O=C[O-], [NH4+], [Pd]. Product: Nc1ccc(N2CCCC2C(=O)NC2CC2)cc1. As a reaction SMILES: [CH3:25][OH:26].[CH:1]1([NH:4][C:5](=[O:6])[CH:7]2[N:8]([c:12]3[cH:13][cH:14][c:15]([N+:18]([O-:19])=[O:20])[cH:16][cH:17]3)[CH2:9][CH2:10][CH2:11]2)[CH2:2][CH2:3]1.[CH:21]([O-:22])=[O:23].[NH4+:24].[Pd:27]>>[CH:1]1([NH:4][C:5](=[O:6])[CH:7]2[N:8]([c:12]3[cH:13][cH:14][c:15]([NH2:18])[cH:16][cH:17]3)[CH2:9][CH2:10][CH2:11]2)[CH2:2][CH2:3]1. Reactants: S(=O)(Cl)Cl (thionyl chloride), ClC1=CC=C(C=N1)CO (6-chloro-pyridine-3-methanol), N1=CC=CC=C1 (pyridine). Product: ClC1=NC=C(C=C1)CCl (2-Chloro-5-chloromethyl-pyridine). As a reaction SMILES: S(Cl)([Cl:3])=O.[Cl:5][C:6]1[N:11]=[CH:10][C:9]([CH2:12]O)=[CH:8][CH:7]=1.N1C=CC=CC=1>>[Cl:5][C:6]1[CH:7]=[CH:8][C:9]([CH2:12][Cl:3])=[CH:10][N:11]=1. Reported procedure: 85 ml of thionyl chloride are added cautiously to 14.4 g (0.1 mol) of 6-chloro-pyridine-3-methanol. 8.1 g (0.1 mol) of pyridine are then added dropwise and the mixture is heated under reflux until gas evolution is complete. Excess thionyl chloride is removed in vacuo and the residue is poured onto ice. The precipitate is filtered off with suction and dried. Yield 10.6 g (65.5% of theory), m.p.: 38°-40° C. The crude product can be used further without purification. The reactants are COC(=O)Cc1ccc(Cl)c(OCCN2CC(C)N(c3nc4ccc(C(F)(F)F)cc4s3)C(C)C2)c1, CO, Cl, [Na+], C1CCOC1, [OH-]. Yields the product CC1CN(CCOc2cc(CC(=O)O)ccc2Cl)CC(C)N1c1nc2ccc(C(F)(F)F)cc2s1. RXN SMILES: [CH3:1][O:2][C:3]([CH2:4][c:5]1[cH:6][c:7]([O:12][CH2:13][CH2:14][N:15]2[CH2:16][CH:17]([CH3:35])[N:18]([c:22]3[s:23][c:24]4[c:25]([n:26]3)[cH:27][cH:28][c:29]([C:31]([F:32])([F:33])[F:34])[cH:30]4)[CH:19]([CH3:21])[CH2:20]2)[c:8]([Cl:11])[cH:9][cH:10]1)=[O:36].[CH3:45][OH:46].[ClH:44].[Na+:38].[O:39]1[CH2:40][CH2:41][CH2:42][CH2:43]1.[OH-:37]>>[O:2]=[C:3]([CH2:4][c:5]1[cH:6][c:7]([O:12][CH2:13][CH2:14][N:15]2[CH2:16][CH:17]([CH3:35])[N:18]([c:22]3[s:23][c:24]4[c:25]([n:26]3)[cH:27][cH:28][c:29]([C:31]([F:32])([F:33])[F:34])[cH:30]4)[CH:19]([CH3:21])[CH2:20]2)[c:8]([Cl:11])[cH:9][cH:10]1)[OH:36]. Starting materials: crude product, C(C)C1=C(OCCCCOCC=O)C(=CC(=C1)OCC=C(Cl)Cl)CC (4-(2,6-diethyl-4-(3,3-dichloro-2-propenyloxy)phenoxy)butyloxyacetaldehyde), C(CC)O (1-propanol), C1CCCCC1 (cyclohexane), hydrate. Reaction conditions: time 30 minute. Yields the product C(C)C=1C=C(C=C(C1OCCCCOCC(OCCC)OCCC)CC)OCC=C(Cl)Cl (3,5-diethyl-1-(3,3-dichloro-2-propenyloxy)-4-(4-(2,2-dipropyloxyethoxy)butyloxy)benzene). The yield is 77.0%. As a reaction SMILES: [CH2:1]([C:3]1[CH:17]=[C:16]([O:18][CH2:19][CH:20]=[C:21]([Cl:23])[Cl:22])[CH:15]=[C:14]([CH2:24][CH3:25])[C:4]=1[O:5][CH2:6][CH2:7][CH2:8][CH2:9][O:10][CH2:11][CH:12]=[O:13])[CH3:2].[CH2:26]([OH:29])[CH2:27][CH3:28].[CH2:30]1[CH2:35]CCC[CH2:31]1>>[CH2:24]([C:14]1[CH:15]=[C:16]([O:18][CH2:19][CH:20]=[C:21]([Cl:22])[Cl:23])[CH:17]=[C:3]([CH2:1][CH3:2])[C:4]=1[O:5][CH2:6][CH2:7][CH2:8][CH2:9][O:10][CH2:11][CH:12]([O:29][CH2:26][CH2:27][CH3:28])[O:13][CH2:31][CH2:30][CH3:35])[CH3:25]. Reported procedure: A mixture of 0.39 g of 4-(2,6-diethyl-4-(3,3-dichloro-2-propenyloxy)phenoxy)butyloxyacetaldehyde, 0.24 g of 1-propanol and 10 ml of cyclohexane was stirred at room temperature, to which 0.038 g of p-tolunesulfonic acid hydrate and 0.40 g of powdered molecular sieves SA were added. After stirring at room temperature for 30 minutes, the reaction mixture was filtered. The filtrate was added to water and extracted twice with diethyl ether. The diethyl ether layers were combined, washed with water, d... Reactants: ClCCl, CN(C)C=O, ClP(Cl)(Cl)(Cl)Cl, CS(=O)(=O)c1nccn1CC(=O)O. The product is CS(=O)(=O)c1nccn1CC(=O)Cl. Reaction SMILES: [CH2:25]([Cl:26])[Cl:27].[CH3:20][N:21]([CH3:22])[CH:23]=[O:24].[Cl:1][P:2]([Cl:3])([Cl:4])([Cl:5])[Cl:6].[S:7](=[O:8])(=[O:9])([CH3:10])[c:11]1[n:12]([CH2:16][C:17](=[O:18])[OH:19])[cH:13][cH:14][n:15]1>>[Cl:1][C:17]([CH2:16][n:12]1[c:11]([S:7](=[O:8])(=[O:9])[CH3:10])[n:15][cH:14][cH:13]1)=[O:19]. The reactants are CCCCc1nc2ccccc2n1Cc1ccc(N(C(C)=O)C(C(=O)OCC)c2ccccc2)cc1, CCO, [Na+], [OH-]. Yields the product CCCCc1nc2ccccc2n1Cc1ccc(N(C(C)=O)C(C(=O)O)c2ccccc2)cc1. RXN SMILES: [CH2:1]([CH2:2][CH2:3][CH3:4])[c:5]1[n:6][c:7]2[c:8]([n:9]1[CH2:10][c:11]1[cH:12][cH:13][c:14]([N:17]([C:18]([CH3:19])=[O:20])[CH:21]([c:22]3[cH:23][cH:24][cH:25][cH:26][cH:27]3)[C:28](=[O:29])[O:30][CH2:31][CH3:32])[cH:15][cH:16]1)[cH:33][cH:34][cH:35][cH:36]2.[CH3:39][CH2:40][OH:41].[Na+:38].[OH-:37]>>[CH2:1]([CH2:2][CH2:3][CH3:4])[c:5]1[n:6][c:7]2[c:8]([n:9]1[CH2:10][c:11]1[cH:12][cH:13][c:14]([N:17]([C:18]([CH3:19])=[O:20])[CH:21]([c:22]3[cH:23][cH:24][cH:25][cH:26][cH:27]3)[C:28](=[O:29])[OH:30])[cH:15][cH:16]1)[cH:33][cH:34][cH:35][cH:36]2.